From a dataset of the Open Reaction Database (ORD), a public repository of structured organic reaction records. describe an organic reaction: reactants, conditions, products, and yield The product is COC(=O)C1=CC=C(C=C1)C1=CC(=C(C(=C1)Cl)C[C@H]1C(N(CC1)N1CCC(CC1)O[Si](C(C)C)(C(C)C)C(C)C)=O)Cl ((R)-3′,5′-Dichloro-4′-[2-oxo-1-(4-triisopropylsilanyloxy-piperidin-1-yl)-pyrrolidin-3-ylmethyl]-biphenyl-4-carboxylic Acid Methyl Ester). Reagents/catalysts: C=1C=CC(=CC1)[P](C=2C=CC=CC2)(C=3C=CC=CC3)[Pd]([P](C=4C=CC=CC4)(C=5C=CC=CC5)C=6C=CC=CC6)([P](C=7C=CC=CC7)(C=8C=CC=CC8)C=9C=CC=CC9)[P](C=1C=CC=CC1)(C=1C=CC=CC1)C=1C=CC=CC1 (Pd(PPh3)4). RXN SMILES: [Cl:1][C:2]1[CH:3]=[C:4](OS(C(F)(F)F)(=O)=O)[CH:5]=[C:6]([Cl:32])[C:7]=1[CH2:8][C@@H:9]1[CH2:13][CH2:12][N:11]([N:14]2[CH2:19][CH2:18][CH:17]([O:20][Si:21]([CH:28]([CH3:30])[CH3:29])([CH:25]([CH3:27])[CH3:26])[CH:22]([CH3:24])[CH3:23])[CH2:16][CH2:15]2)[C:10]1=[O:31].[CH3:41][O:42][C:43]([C:45]1[CH:50]=[CH:49][C:48](B(O)O)=[CH:47][CH:46]=1)=[O:44].C(=O)([O-])[O-].[Na+].[Na+]>C1COCC1.O.C(OCC)(=O)C.C1C=CC([P]([Pd]([P](C2C=CC=CC=2)(C2C=CC=CC=2)C2C=CC=CC=2)([P](C2C=CC=CC=2)(C2C=CC=CC=2)C2C=CC=CC=2)[P](C2C=CC=CC=2)(C2C=CC=CC=2)C2C=CC=CC=2)(C2C=CC=CC=2)C2C=CC=CC=2)=CC=1>[CH3:41][O:42][C:43]([C:45]1[CH:50]=[CH:49][C:48]([C:4]2[CH:5]=[C:6]([Cl:32])[C:7]([CH2:8][C@@H:9]3[CH2:13][CH2:12][N:11]([N:14]4[CH2:19][CH2:18][CH:17]([O:20][Si:21]([CH:22]([CH3:24])[CH3:23])([CH:28]([CH3:29])[CH3:30])[CH:25]([CH3:27])[CH3:26])[CH2:16][CH2:15]4)[C:10]3=[O:31])=[C:2]([Cl:1])[CH:3]=2)=[CH:47][CH:46]=1)=[O:44] |f:2.3.4,^1:75,77,96,115|. Reactants: ClC=1C=C(C=C(C1C[C@H]1C(N(CC1)N1CCC(CC1)O[Si](C(C)C)(C(C)C)C(C)C)=O)Cl)OS(=O)(=O)C(F)(F)F ((R)-trifluoro-methanesulfonic acid 3,5-dichloro-4-[2-oxo-1-(4-triisopropylsilanyloxy-piperidin-1-yl)-pyrrolidin-3-ylmethyl]-phenyl ester), COC(=O)C1=CC=C(C=C1)B(O)O (4-methoxycarbonylphenylboronic acid), C([O-])([O-])=O.[Na+].[Na+] (sodium carbonate). Yield: 96.7%. Conditions: temperature 80 celsius, time 1 hour. Procedure: Bring a mixture of (R)-trifluoro-methanesulfonic acid 3,5-dichloro-4-[2-oxo-1-(4-triisopropylsilanyloxy-piperidin-1-yl)-pyrrolidin-3-ylmethyl]-phenyl ester (0.52 g, 0.8 mmol), 4-methoxycarbonylphenylboronic acid (0.174 g, 0.966 mmol), sodium carbonate (0.256 g, 2.41 mmol) in THF (20 mL) and water (6 mL) to 60° C. To the mixture at 60° C., add Pd(PPh3)4 (0.046 g, 0.04 mmol) and raise the reaction temperature to 80° C. and stir for 1 hour. Cool the reaction, dilute with ethyl acetate, and wash wit... The solvent is C1CCOC1 (THF), O (water), C(C)(=O)OCC (ethyl acetate). Starting materials: Cn1nnnc1C1CC2(c3ccccc3)C(OC(=O)c3cc(C(F)(F)F)cc(C(F)(F)F)c3)CCC1N2Cc1ccccc1, CCOCC, Cc1ccccc1, C[Ti](C)(C1=CC=CC1)C1=CC=CC1. Product: C=C(OC1CCC2C(c3nnnn3C)CC1(c1ccccc1)N2Cc1ccccc1)c1cc(C(F)(F)F)cc(C(F)(F)F)c1. As a reaction SMILES: [CH2:1]([c:2]1[cH:3][cH:4][cH:5][cH:6][cH:7]1)[N:8]1[C:9]2([c:39]3[cH:40][cH:41][cH:42][cH:43][cH:44]3)[CH:10]([O:22][C:23]([c:24]3[cH:25][c:26]([C:34]([F:35])([F:36])[F:37])[cH:27][c:28]([C:30]([F:31])([F:32])[F:33])[cH:29]3)=[O:38])[CH2:11][CH2:12][CH:13]1[CH:14]([c:16]1[n:17][n:18][n:19][n:20]1[CH3:21])[CH2:15]2.[CH3:45][CH2:46][O:47][CH2:48][CH3:49].[CH3:50][c:51]1[cH:52][cH:53][cH:54][cH:55][cH:56]1.[CH3:57][Ti:58]([CH3:59])([C:60]1=[CH:64][CH:63]=[CH:62][CH2:61]1)[C:65]1=[CH:69][CH:68]=[CH:67][CH2:66]1>>[CH2:1]([c:2]1[cH:3][cH:4][cH:5][cH:6][cH:7]1)[N:8]1[C:9]2([c:39]3[cH:40][cH:41][cH:42][cH:43][cH:44]3)[CH:10]([O:22][C:23]([c:24]3[cH:25][c:26]([C:34]([F:35])([F:36])[F:37])[cH:27][c:28]([C:30]([F:31])([F:32])[F:33])[cH:29]3)=[CH2:45])[CH2:11][CH2:12][CH:13]1[CH:14]([c:16]1[n:17][n:18][n:19][n:20]1[CH3:21])[CH2:15]2. The reactants are CC(=O)O[BH-](OC(C)=O)OC(C)=O, O=C([O-])O, COC(=O)c1cc(OC)cc2c1ccc(=O)n2CC=O, CC(=O)O, ClC(Cl)Cl, [Na+], [Na+], CC(C)(C)OC(=O)N(Cc1ccc2c(c1)OCCO2)C1CCNCC1. Product: COC(=O)c1cc(OC)cc2c1ccc(=O)n2CCN1CCC(N(Cc2ccc3c(c2)OCCO3)C(=O)OC(C)(C)C)CC1. As a reaction SMILES: [C:46]([O:47][BH-:48]([O:49][C:50](=[O:51])[CH3:52])[O:53][C:54](=[O:55])[CH3:56])(=[O:57])[CH3:58].[C:60](=[O:61])([O-:62])[OH:63].[CH3:1][O:2][c:3]1[cH:4][c:5]([C:17](=[O:18])[O:19][CH3:20])[c:6]2[cH:7][cH:8][c:9](=[O:16])[n:10]([CH2:13][CH:14]=[O:15])[c:11]2[cH:12]1.[CH3:65][C:66](=[O:67])[OH:68].[CH:69]([Cl:70])([Cl:71])[Cl:72].[Na+:59].[Na+:64].[O:21]1[CH2:22][CH2:23][O:24][c:25]2[c:26]1[cH:27][cH:28][c:29]([CH2:31][N:32]([C:33]([O:34][C:35]([CH3:36])([CH3:37])[CH3:38])=[O:39])[CH:40]1[CH2:41][CH2:42][NH:43][CH2:44][CH2:45]1)[cH:30]2>>[CH3:1][O:2][c:3]1[cH:4][c:5]([C:17](=[O:18])[O:19][CH3:20])[c:6]2[cH:7][cH:8][c:9](=[O:16])[n:10]([CH2:13][CH2:14][N:43]3[CH2:42][CH2:41][CH:40]([N:32]([CH2:31][c:29]4[cH:28][cH:27][c:26]5[c:25]([cH:30]4)[O:24][CH2:23][CH2:22][O:21]5)[C:33]([O:34][C:35]([CH3:36])([CH3:37])[CH3:38])=[O:39])[CH2:45][CH2:44]3)[c:11]2[cH:12]1. The reactants are C(C)(C)(C)OC(=O)N1CCC(CC1)C(=O)C=1SC=CC1Br (4-(3-bromo-thiophene-2-carbonyl)-piperidine-1-carboxylic acid tert-butyl ester), Cl.NO (hydroxylamine hydrochloride), N1=CC=CC=C1 (pyridine). Run in O (water). Reaction conditions: time 3 hour. The product is C(C)(C)(C)OC(=O)N1CCC(CC1)C(=NO)C=1SC=CC1Br (4-[(3-Bromo-thiophen-2-yl)-hydroxyimino-methyl]-piperidine-1-carboxylic acid tert-butyl ester). The yield is 58.4%. Reaction SMILES: [C:1]([O:5][C:6]([N:8]1[CH2:13][CH2:12][CH:11]([C:14]([C:16]2[S:17][CH:18]=[CH:19][C:20]=2[Br:21])=O)[CH2:10][CH2:9]1)=[O:7])([CH3:4])([CH3:3])[CH3:2].Cl.[NH2:23][OH:24].N1C=CC=CC=1>O>[C:1]([O:5][C:6]([N:8]1[CH2:13][CH2:12][CH:11]([C:14]([C:16]2[S:17][CH:18]=[CH:19][C:20]=2[Br:21])=[N:23][OH:24])[CH2:10][CH2:9]1)=[O:7])([CH3:4])([CH3:3])[CH3:2] |f:1.2|. Procedure: Stir a mixture of 4-(3-bromo-thiophene-2-carbonyl)-piperidine-1-carboxylic acid tert-butyl ester (Example 21a) (41.5 g, 0.11 mol), hydroxylamine hydrochloride (15.4 g, 0.23 mol) and pyridine (190 mL) at ambient temperature overnight. Pour the reaction into water (500 mL) and extract with dichloromethane (3 times). Wash the combined extracts with saturated CuSO4 solution (2 times), dry (MgSO4) and concentrate to a green solid. Dissolve the solid in toluene (175 mL) and let stand at ambient temper... The reactants are N1=CC=C(C=C1)C1=CC=NN1C1=CC=C(OCC2=NC3=CC=CC=C3C=C2)C=C1 (2-[4-(5-Pyridin-4-yl-pyrazol-1-yl)-phenoxymethyl]-quinoline), COC(C)(OC)N(C)C ((1,1-Dimethoxy-ethyl)-dimethyl-amine). The product is CC1=NN(C(=C1)C1=CC=NC=C1)C1=CC=C(OCC2=NC3=CC=CC=C3C=C2)C=C1 (2-[4-(3-Methyl-5-pyridin-4-yl-pyrazol-1-yl)-phenoxymethyl]-quinoline). As a reaction SMILES: [N:1]1[CH:6]=[CH:5][C:4]([C:7]2[N:11]([C:12]3[CH:29]=[CH:28][C:15]([O:16][CH2:17][C:18]4[CH:27]=[CH:26][C:25]5[C:20](=[CH:21][CH:22]=[CH:23][CH:24]=5)[N:19]=4)=[CH:14][CH:13]=3)[N:10]=[CH:9][CH:8]=2)=[CH:3][CH:2]=1.[CH3:30]OC(N(C)C)(OC)C>>[CH3:30][C:9]1[CH:8]=[C:7]([C:4]2[CH:3]=[CH:2][N:1]=[CH:6][CH:5]=2)[N:11]([C:12]2[CH:13]=[CH:14][C:15]([O:16][CH2:17][C:18]3[CH:27]=[CH:26][C:25]4[C:20](=[CH:21][CH:22]=[CH:23][CH:24]=4)[N:19]=3)=[CH:28][CH:29]=2)[N:10]=1. Procedure: Following the procedure for the preparation of 2-[4-(5-Pyridin-4-yl-pyrazol-1-yl)-phenoxymethyl]-quinoline but substituting (1,1-Dimethoxy-ethyl)-dimethyl-amine provided the title compound. 1H NMR (400 MHz, CDCl3) δ 8.49 (d, J=6.2 Hz, 2 H), 8.20 (d, J=8.3 Hz, 1 H), 8.06 (d, J=8.7 Hz, 1 H), 7.83 (d, J=8.3 Hz,1H), 7.74 (m,1H), 7.64 (d, J=8.3 Hz, 1 H), 7.54 (m, 1H), 7.18 (d, J=8.7 Hz, 2 H), 7.07 (d, J=6.2 Hz, 2H), 7.00 (d, J=9.1 Hz, 2H), 6.40 (s, 1H), 5.38 (s, 2H), 2,35 (s, 3H); MS: (M+H m/z=393.4)...